describe an organic reaction: reactants, conditions, products, and yield From a dataset of the Open Reaction Database (ORD), a public repository of structured organic reaction records. The reactants are C(C)OC(CNC(C1=C(C(=CC=C1)OC)[N+](=O)[O-])=O)OCC (N-(2,2-diethoxyethyl)-3-methoxy-2-nitrobenzamide), ice water. Run in S(O)(O)(=O)=O (sulfuric acid). Reaction conditions: temperature 70 celsius, time 3 hour. Yields the product COC1=CC=C2C=CNC(C2=C1[N+](=O)[O-])=O (7-methoxy-8-nitroisoquinolin-1(2H)-one). The yield is 92.4%. As a reaction SMILES: C(O[CH:4](OCC)[CH2:5][NH:6][C:7](=[O:19])[C:8]1[CH:13]=[CH:12][CH:11]=[C:10]([O:14][CH3:15])[C:9]=1[N+:16]([O-:18])=[O:17])C>S(=O)(=O)(O)O>[CH3:15][O:14][C:10]1[C:9]([N+:16]([O-:18])=[O:17])=[C:8]2[C:13]([CH:4]=[CH:5][NH:6][C:7]2=[O:19])=[CH:12][CH:11]=1. Procedure details: A mixture of N-(2,2-diethoxyethyl)-3-methoxy-2-nitrobenzamide (296a, 92 g, 0.295 mol) in concentrated sulfuric acid (1 L) was stirred at 70° C. for three hours. After cooling to room temperature, the mixture was slowly poured into ice water (3 L), causing a solid precipitate to form. The precipitate was collected by filtration. The filter cake was washed with water (1 L) and dried to yield 7-methoxy-8-nitroisoquinolin-1(2H)-one (296b, 60 g, 92% yield) as a brown solid. 1H NMR (400 MHz, DMSO-d6) ... The reactants are CS(=O)(=O)NC1=CC2=C(C(CCO2)=O)C=C1OC1=CC=CC=C1 (2,3-dihydro-7-methylsulfonylamino-6-phenoxy-4H-1-benzopyran-4-one), ClC=1C(C(=C(C(C1Cl)=O)C#N)C#N)=O (2,3-dichloro-5,6-dicyano-1,4-benzoquinone). Run in O1CCOCC1 (dioxane). The product is CS(=O)(=O)NC1=CC2=C(C(C=CO2)=O)C=C1OC1=CC=CC=C1 (7-methylsulfonylamino-6-phenoxy4H-1-benzopyran-4-one). Isolated yield 81.0%. Reaction SMILES: [CH3:1][S:2]([NH:5][C:6]1[C:16]([O:17][C:18]2[CH:23]=[CH:22][CH:21]=[CH:20][CH:19]=2)=[CH:15][C:9]2[C:10](=[O:14])[CH2:11][CH2:12][O:13][C:8]=2[CH:7]=1)(=[O:4])=[O:3].ClC1C(=O)C(C#N)=C(C#N)C(=O)C=1Cl>O1CCOCC1>[CH3:1][S:2]([NH:5][C:6]1[C:16]([O:17][C:18]2[CH:23]=[CH:22][CH:21]=[CH:20][CH:19]=2)=[CH:15][C:9]2[C:10](=[O:14])[CH:11]=[CH:12][O:13][C:8]=2[CH:7]=1)(=[O:3])=[O:4]. Procedure details: To 60 ml of dioxane were added 3.33 g of 2,3-dihydro-7-methylsulfonylamino-6-phenoxy-4H-1-benzopyran-4-one and 3.40 g of 2,3-dichloro-5,6-dicyano-1,4-benzoquinone. The mixture was refluxed for 12 hours. After water cooling, the precipitate was removed by filtration. The filtrate was subjected to distillation under reduced pressure to remove the solvent. The residue was purified by a column chromatography (eluant: a 5 : 1 mixture of toluene and ethyl acetate) to obtain 2.68 g (yield: 81%) of 7-me... The reactants are CO, Cl, Fc1ccc2[nH]ccc2c1, O=C1CCNCC1, [Na], O. Product: Fc1ccc2[nH]cc(C3=CCNCC3)c2c1. Reaction SMILES: [CH3:21][OH:22].[ClH:20].[F:2][c:3]1[cH:4][c:5]2[cH:6][cH:7][nH:8][c:9]2[cH:10][cH:11]1.[NH:12]1[CH2:13][CH2:14][C:15](=[O:18])[CH2:16][CH2:17]1.[Na:1].[OH2:19]>>[F:2][c:3]1[cH:4][c:5]2[c:6]([C:15]3=[CH:14][CH2:13][NH:12][CH2:17][CH2:16]3)[cH:7][nH:8][c:9]2[cH:10][cH:11]1. Reactants: CCOCC, CCOC(C)=O, CN1CCN(C(=O)OC(C)(C)C)CC1=O, Cl. Yields the product CN1CCNCC1=O, Cl. As a reaction SMILES: [CH3:17][CH2:18][O:19][CH2:20][CH3:21].[CH3:22][CH2:23][O:24][C:25](=[O:26])[CH3:27].[CH3:2][N:3]1[C:4](=[O:16])[CH2:5][N:6]([C:9]([O:10][C:11]([CH3:12])([CH3:13])[CH3:14])=[O:15])[CH2:7][CH2:8]1.[ClH:1]>>[CH3:2][N:3]1[C:4](=[O:16])[CH2:5][NH:6][CH2:7][CH2:8]1.[ClH:1]. The reactants are COC1=CC=C(C(C2=CC=C(C=C2)OC)(C2=CC=CC=C2)Cl)C=C1 (4,4′-dimethoxytrityl chloride), C1(=CC=CC=C1)N(C(=O)OC=1C=2N=CN([C@H]3C[C@H](O)[C@@H](CO)O3)C2N=C(N1)NC(NC)=O)C1=CC=CC=C1 (6-O-diphenylcarbamoyl-2-N-methylcarbamoyldeoxyguanosine). The solvent is N1=CC=CC=C1 (pyridine), N1=CC=CC=C1 (pyridine). Conditions: time 3 hour. The product is COC1=CC=C(C(C2=CC=C(C=C2)OC)(C2=CC=CC=C2)OC[C@@H]2[C@H](C[C@@H](O2)N2C=NC=3C(OC(N(C4=CC=CC=C4)C4=CC=CC=C4)=O)=NC(NC(NC)=O)=NC23)O)C=C1 (5′-O-(4,4′-dimethoxytrityl)-6-O-diphenylcarbamoyl-2-N-methylcarbamoyldeoxyguanosine). Yield: 87.2%. As a reaction SMILES: [C:1]1([N:7]([C:33]2[CH:38]=[CH:37][CH:36]=[CH:35][CH:34]=2)[C:8]([O:10][C:11]2[C:12]3[N:13]=[CH:14][N:15]([C:24]=3[N:25]=[C:26]([NH:28][C:29](=[O:32])[NH:30][CH3:31])[N:27]=2)[C@@H:16]2[O:23][C@H:20]([CH2:21][OH:22])[C@@H:18]([OH:19])[CH2:17]2)=[O:9])[CH:6]=[CH:5][CH:4]=[CH:3][CH:2]=1.[CH3:39][O:40][C:41]1[CH:62]=[CH:61][C:44]([C:45](Cl)([C:54]2[CH:59]=[CH:58][CH:57]=[CH:56][CH:55]=2)[C:46]2[CH:51]=[CH:50][C:49]([O:52][CH3:53])=[CH:48][CH:47]=2)=[CH:43][CH:42]=1>N1C=CC=CC=1>[CH3:53][O:52][C:49]1[CH:48]=[CH:47][C:46]([C:45]([O:22][CH2:21][C@H:20]2[O:23][C@@H:16]([N:15]3[C:24]4[N:25]=[C:26]([NH:28][C:29](=[O:32])[NH:30][CH3:31])[N:27]=[C:11]([O:10][C:8](=[O:9])[N:7]([C:1]5[CH:2]=[CH:3][CH:4]=[CH:5][CH:6]=5)[C:33]5[CH:34]=[CH:35][CH:36]=[CH:37][CH:38]=5)[C:12]=4[N:13]=[CH:14]3)[CH2:17][C@@H:18]2[OH:19])([C:54]2[CH:55]=[CH:56][CH:57]=[CH:58][CH:59]=2)[C:44]2[CH:61]=[CH:62][C:41]([O:40][CH3:39])=[CH:42][CH:43]=2)=[CH:51][CH:50]=1. Procedure: The thus obtained 6-O-diphenylcarbamoyl-2-N-methylcarbamoyldeoxyguanosine (643 mg, 1.24 mmol) was azeotroped with anhydrous pyridine three times and then dissolved in anhydrous pyridine (21 mL), and 4,4′-dimethoxytrityl chloride (629 mg, 1.86 mmol) was added thereto. The mixture was stirred at room temperature for 3 hours. Then, the reaction was terminated by adding sodium bicarbonate water (5 mL) thereto. The reaction solution was extracted with ethyl acetate (100 mL)/sodium bicarbonate water (... Reactants: CO, O=C(O)C(F)(F)F, [Na+], COC(=O)c1cccn(-c2ccccn2)c1=O, [OH-]. The product is O=C(O)c1cccn(-c2ccccn2)c1=O. Reaction SMILES: [CH3:27][OH:28].[F:20][C:21]([F:22])([F:23])[C:24]([OH:25])=[O:26].[Na+:19].[O:1]=[c:2]1[n:3](-[c:12]2[n:13][cH:14][cH:15][cH:16][cH:17]2)[cH:4][cH:5][cH:6][c:7]1[C:8](=[O:9])[O:10][CH3:11].[OH-:18]>>[O:1]=[c:2]1[n:3](-[c:12]2[n:13][cH:14][cH:15][cH:16][cH:17]2)[cH:4][cH:5][cH:6][c:7]1[C:8](=[O:9])[OH:10]. Starting materials: C1(C=2C(C(N1C(C(=O)OCC)C(=O)OCC)=O)=CC=CC2)=O (Diethyl 2-phthalimidomalonate), ClC1=C(N)C=CC(=C1)S(=O)(=O)CCCCCCCCCCCC (2-chloro-4-dodecylsulphonylaniline). Solvent: C=1(C(=CC=CC1)C)C (xylene), petroleum ether. Yields the product ClC1=C(C=CC(=C1)S(=O)(=O)CCCCCCCCCCCC)NC(C(C(=O)OCC)N1C(C=2C(C1=O)=CC=CC2)=O)=O (Ethyl N-(2-chloro-4-dodecylsulphonylphenyl)-2-phthalimidomalonamate). As a reaction SMILES: [C:1]1(=[O:22])[N:5]([CH:6]([C:12]([O:14]CC)=O)[C:7]([O:9][CH2:10][CH3:11])=[O:8])[C:4](=[O:17])[C:3]2=[CH:18][CH:19]=[CH:20][CH:21]=[C:2]12.[Cl:23][C:24]1[CH:30]=[C:29]([S:31]([CH2:34][CH2:35][CH2:36][CH2:37][CH2:38][CH2:39][CH2:40][CH2:41][CH2:42][CH2:43][CH2:44][CH3:45])(=[O:33])=[O:32])[CH:28]=[CH:27][C:25]=1[NH2:26]>C1(C)C(C)=CC=CC=1>[Cl:23][C:24]1[CH:30]=[C:29]([S:31]([CH2:34][CH2:35][CH2:36][CH2:37][CH2:38][CH2:39][CH2:40][CH2:41][CH2:42][CH2:43][CH2:44][CH3:45])(=[O:32])=[O:33])[CH:28]=[CH:27][C:25]=1[NH:26][C:12](=[O:14])[CH:6]([N:5]1[C:4](=[O:17])[C:3]2=[CH:18][CH:19]=[CH:20][CH:21]=[C:2]2[C:1]1=[O:22])[C:7]([O:9][CH2:10][CH3:11])=[O:8]. Reported procedure: Diethyl 2-phthalimidomalonate (obtained from Aldrich Chemical Company Limited) (9.8 g, 32.0 mmol) and 2-chloro-4-dodecylsulphonylaniline (11.5 g, 32.0 mmol) were added to xylene (250 ml) and refluxed under a Dean and Stark trap for 96 hr. The distillate was periodically removed and the main bulk of solvent replenished as necessary. Removal of the xylene solvent under reduced pressure afforded a light brown oil which was purified by column chromatography using a 4:1 mixture of 60-80° C. petroleum... Reactants: ClC(=C(C)C)N(C)C (1-Chloro-N,N,2-trimethylpropenylamine), FC=1C(=NC(=NC1C)N1CC(C(C1)CO)(C1=NC=CN=C1)NC(=S)NC(C1=CC=CC=C1)=O)OC (N-[[1-(5-fluoro-4-methoxy-6-methyl-pyrimidin-2-yl)-4-(hydroxymethyl)-3-pyrazin-2-yl-pyrrolidin-3-yl]carbamothioyl]benzamide), C([O-])(O)=O.[Na+] (sodium bicarbonate). Run in ClCCl (dichloromethane), ClCCl (dichloromethane). Reaction conditions: time 30 minute. Product: FC=1C(=NC(=NC1C)N1CC2(N=C(SCC2C1)NC(C1=CC=CC=C1)=O)C1=NC=CN=C1)OC (Racemic N-[6-(5-Fluoro-4-methoxy-6-methyl-pyrimidin-2-yl)-7a-pyrazin-2-yl-4,4a,5,7-tetrahydropyrrolo[3,4-d][1,3]thiazin-2-yl]benzamide). Yield: 64.5%. RXN SMILES: ClC(N(C)C)=C(C)C.[F:9][C:10]1[C:11]([O:42][CH3:43])=[N:12][C:13]([N:17]2[CH2:21][CH:20]([CH2:22]O)[C:19]([NH:30][C:31]([NH:33][C:34](=[O:41])[C:35]3[CH:40]=[CH:39][CH:38]=[CH:37][CH:36]=3)=[S:32])([C:24]3[CH:29]=[N:28][CH:27]=[CH:26][N:25]=3)[CH2:18]2)=[N:14][C:15]=1[CH3:16].C(=O)(O)[O-].[Na+]>ClCCl>[F:9][C:10]1[C:11]([O:42][CH3:43])=[N:12][C:13]([N:17]2[CH2:21][CH:20]3[C:19]([C:24]4[CH:29]=[N:28][CH:27]=[CH:26][N:25]=4)([N:30]=[C:31]([NH:33][C:34](=[O:41])[C:35]4[CH:36]=[CH:37][CH:38]=[CH:39][CH:40]=4)[S:32][CH2:22]3)[CH2:18]2)=[N:14][C:15]=1[CH3:16] |f:2.3|. Procedure: 1-Chloro-N,N,2-trimethylpropenylamine (492 μL, 3.71 mmol) is added to a stirred solution of N-[[1-(5-fluoro-4-methoxy-6-methyl-pyrimidin-2-yl)-4-(hydroxymethyl)-3-pyrazin-2-yl-pyrrolidin-3-yl]carbamothioyl]benzamide (1.32 g, 2.65 mmol) in dichloromethane (30 mL) at room temperature. The reaction mixture is stirred for 1 hour 30 minutes. Then a saturated aqueous solution of sodium bicarbonate (20 mL) is added followed by dichloromethane (70 mL). The layers are separated and the aqueous layer is r... The reactants are COc1ccc(N2CCNCC2)cc1, CCN(C(C)C)C(C)C, O=CCCc1cc(-c2cccs2)n(-c2ccccc2)n1. The product is COc1ccc(N2CCN(CCCc3cc(-c4cccs4)n(-c4ccccc4)n3)CC2)cc1. As a reaction SMILES: [CH3:21][O:22][c:23]1[cH:24][cH:25][c:26]([N:29]2[CH2:30][CH2:31][NH:32][CH2:33][CH2:34]2)[cH:27][cH:28]1.[CH:35]([N:36]([CH2:37][CH3:38])[CH:39]([CH3:40])[CH3:41])([CH3:42])[CH3:43].[c:1]1(-[n:7]2[n:8][c:9]([CH2:17][CH2:18][CH:19]=[O:20])[cH:10][c:11]2-[c:12]2[s:13][cH:14][cH:15][cH:16]2)[cH:2][cH:3][cH:4][cH:5][cH:6]1>>[c:1]1(-[n:7]2[n:8][c:9]([CH2:17][CH2:18][CH2:19][N:32]3[CH2:31][CH2:30][N:29]([c:26]4[cH:25][cH:24][c:23]([O:22][CH3:21])[cH:28][cH:27]4)[CH2:34][CH2:33]3)[cH:10][c:11]2-[c:12]2[s:13][cH:14][cH:15][cH:16]2)[cH:2][cH:3][cH:4][cH:5][cH:6]1. Reactants: C12C(C3CC(CC(C1)C3)C2)OCC2=CC(=C(C(=O)NS(=O)(=O)C)C=C2Cl)F (4-((adamantan-2-yloxy)methyl)-5-chloro-2-fluoro-N-(methylsulfonyl)benzamide), ClC=1C(=CC(=C(C(=O)NS(=O)(=O)C)C1)F)OCC1CCC(CC1)(F)F (5-chloro-4-((4,4-difluorocyclohexyl)methoxy)-2-fluoro-N-(methylsulfonyl)benzamide). Product: C1(CC1)C=1C(=CC(=C(C(=O)NS(=O)(=O)C)C1)F)OCC1CCC(CC1)(F)F (5-cyclopropyl-4-((4,4-difluorocyclohexyl)methoxy)-2-fluoro-N-(methylsulfonyl)benzamide), solid. The yield is 13.0%. As a reaction SMILES: [CH:1]12[CH2:10]C3CC(CC(C3)[CH:2]1OCC1C(Cl)=CC(C(NS(C)(=O)=O)=O)=C(F)C=1)C2.Cl[C:29]1[C:30]([O:43][CH2:44][CH:45]2[CH2:50][CH2:49][C:48]([F:52])([F:51])[CH2:47][CH2:46]2)=[CH:31][C:32]([F:42])=[C:33]([CH:41]=1)[C:34]([NH:36][S:37]([CH3:40])(=[O:39])=[O:38])=[O:35]>>[CH:10]1([C:29]2[C:30]([O:43][CH2:44][CH:45]3[CH2:50][CH2:49][C:48]([F:52])([F:51])[CH2:47][CH2:46]3)=[CH:31][C:32]([F:42])=[C:33]([CH:41]=2)[C:34]([NH:36][S:37]([CH3:40])(=[O:39])=[O:38])=[O:35])[CH2:1][CH2:2]1. Reported procedure: Following the procedure as described in Example 49 and making variation as required to replace 4-((adamantan-2-yloxy)methyl)-5-chloro-2-fluoro-N-(methylsulfonyl)benzamide with 5-chloro-4-((4,4-difluorocyclohexyl)methoxy)-2-fluoro-N-(methylsulfonyl)benzamide, the title compound was obtained as a colorless solid (0.04 g, 13%): 1H NMR (300 MHz, CDCl3) δ 8.69 (d, J=15.0 Hz, 1H), 7.57 (d, J=9.0 Hz, 1H), 6.55 (d, J=14.4 Hz, 1H), 3.88 (d, J=9.0 Hz, 2H), 3.39 (s, 3H), 2.25-2.11 (m, 2H), 2.04-1.66 (m, 6H...